The task is: describe an organic reaction: reactants, conditions, products, and yield. This data is from the Open Reaction Database (ORD), a public repository of structured organic reaction records. The reactants are CC1=CSC=C1 (3-methylthiophene), [Li]CCCC (n-BuLi), BrC1=CC=C(C=C1)C(F)(F)F (4-bromobenzotrifluoride). The reagents and catalysts are [Cl-].[Zn+2].[Cl-] (Zinc chloride), C1(=CC=CC=C1)P(C1=CC=CC=C1)C1=CC=CC=C1.C1(=CC=CC=C1)P(C1=CC=CC=C1)C1=CC=CC=C1.C1(=CC=CC=C1)P(C1=CC=CC=C1)C1=CC=CC=C1.C1(=CC=CC=C1)P(C1=CC=CC=C1)C1=CC=CC=C1.[Pd] (palladium (0) tetrakis(triphenylphosphine)). The solvent is C1CCOC1 (THF). Reaction conditions: temperature 0 celsius, time 30 minute. The product is CC=1C=C(SC1)C1=CC=C(C=C1)C(F)(F)F (4-methyl-2-[4-(trifluoromethyl)phenyl]thiophene). Reaction SMILES: [CH3:1][C:2]1[CH:6]=[CH:5][S:4][CH:3]=1.[Li]CCCC.Br[C:13]1[CH:18]=[CH:17][C:16]([C:19]([F:22])([F:21])[F:20])=[CH:15][CH:14]=1>C1COCC1.[Cl-].[Zn+2].[Cl-].C1(P(C2C=CC=CC=2)C2C=CC=CC=2)C=CC=CC=1.C1(P(C2C=CC=CC=2)C2C=CC=CC=2)C=CC=CC=1.C1(P(C2C=CC=CC=2)C2C=CC=CC=2)C=CC=CC=1.C1(P(C2C=CC=CC=2)C2C=CC=CC=2)C=CC=CC=1.[Pd]>[CH3:1][C:2]1[CH:6]=[C:5]([C:13]2[CH:18]=[CH:17][C:16]([C:19]([F:22])([F:21])[F:20])=[CH:15][CH:14]=2)[S:4][CH:3]=1 |f:4.5.6,7.8.9.10.11|. Procedure details: To a solution of 3-methylthiophene (2.31 ml) in anhydrous THF (75 ml) at −78° C. under N2 was added dropwise n-BuLi (1.6 M in hexanes, 15 ml). Thirty minutes after the addition was complete, the reaction mixture was allowed to warm to 0° C. and stirred for a further 30 minutes. Zinc chloride (0.5 M in THF, 48 ml) was added drop-wise, after a further 15 minutes palladium (0) tetrakis(triphenylphosphine) (100 mg) and 4-bromobenzotrifluoride (3.36 ml) were added and the reaction allowed to attain r... Reactants: Cl (HCl), C(C)(C)(C)OC(=O)N1CC2(C1)OC1=CC=C(C=C1C(C2)=O)/C=C/C(=O)NOC2OCCCC2 ((E)-3-[1′-tert-butoxycarbonyl-4-oxo-spiro(chromane-2,3′-azetidine)-6-yl]-N-(tetrahydro-pyran-2-yloxy)-acrylamide). Run in O1CCOCC1 (dioxane), C(Cl)Cl (DCM). Conditions: time 8 hour. The product is O=C1CC2(CNC2)OC2=CC=C(C=C12)/C=C/C(=O)NO ((E)-3-[4-oxo-spiro(chromane-2,3′-azetidine)-6-yl]-N-hydroxy-acrylamide). The yield is 72.0%. Reaction SMILES: Cl.C(OC([N:9]1[CH2:12][C:11]2([CH2:21][C:20](=[O:22])[C:19]3[C:14](=[CH:15][CH:16]=[C:17](/[CH:23]=[CH:24]/[C:25]([NH:27][O:28]C4CCCCO4)=[O:26])[CH:18]=3)[O:13]2)[CH2:10]1)=O)(C)(C)C>O1CCOCC1.C(Cl)Cl>[O:22]=[C:20]1[C:19]2[C:14](=[CH:15][CH:16]=[C:17](/[CH:23]=[CH:24]/[C:25]([NH:27][OH:28])=[O:26])[CH:18]=2)[O:13][C:11]2([CH2:12][NH:9][CH2:10]2)[CH2:21]1. Procedure details: 4 M HCl in dioxane (1.90 ml) was added dropwise to a solution of (E)-3-[1′-tert-butoxycarbonyl-4-oxo-spiro(chromane-2,3′-azetidine)-6-yl]-N-(tetrahydro-pyran-2-yloxy)-acrylamide (360 mg, 0.78 mmol) in DCM (14 ml). The mixture was stirred at RT overnight. The formed precipitate was filtered off, washed with DCM, dried under vacuum to give (E)-3-[4-oxo-spiro(chromane-2,3′-azetidine)-6-yl]-N-hydroxy-acrylamide (154 mg, hydrochloride salt) as a white solid. Reactants: BrC=1C=C2C(=C(C=NC2=CC1)C(=O)C1CC1)Cl ((6-bromo-4-chloroquinolin-3-yl)(cyclopropyl)methanone), N1CCC(CC1)CN1CCOCC1 (4-(piperidin-4-ylmethyl)morpholine). Yields the product BrC=1C=C2C(=C(C=NC2=CC1)C(=O)C1CC1)N1CCC(CC1)CN1CCOCC1 ({6-Bromo-4-[4-(morpholinomethyl)piperidin-1-yl]quinolin-3-yl}(cyclopropyl)methanone). The yield is 83.9%. RXN SMILES: [Br:1][C:2]1[CH:3]=[C:4]2[C:9](=[CH:10][CH:11]=1)[N:8]=[CH:7][C:6]([C:12]([CH:14]1[CH2:16][CH2:15]1)=[O:13])=[C:5]2Cl.[NH:18]1[CH2:23][CH2:22][CH:21]([CH2:24][N:25]2[CH2:30][CH2:29][O:28][CH2:27][CH2:26]2)[CH2:20][CH2:19]1>>[Br:1][C:2]1[CH:3]=[C:4]2[C:9](=[CH:10][CH:11]=1)[N:8]=[CH:7][C:6]([C:12]([CH:14]1[CH2:16][CH2:15]1)=[O:13])=[C:5]2[N:18]1[CH2:23][CH2:22][CH:21]([CH2:24][N:25]2[CH2:30][CH2:29][O:28][CH2:27][CH2:26]2)[CH2:20][CH2:19]1. Procedure: Following general procedure B, (6-bromo-4-chloroquinolin-3-yl)(cyclopropyl)methanone (144 mg, 0.460 mmol) was reacted with 4-(piperidin-4-ylmethyl)morpholine (102 mg, 0.552 mmol) to afford the desired product (177 mg, 84%) as a yellow solid: ESI MS m/z 458 [C23H28BrN3O2+H]+. Starting materials: BrC1=C(C=CC(=C1)C(C)C)NC(C)=O (N-(2-bromo-4-isopropylphenyl)acetamide), O (water), CN(C=O)C (dimethylformamide). The solvent is C(C)N(CC)CC (triethylamine). Run at time 18 hour. The product is C(C)(=O)NC1=C(C(=O)O)C=C(C=C1)C(C)C (2-(acetylamino)-5-isopropylbenzoic acid). As a reaction SMILES: Br[C:2]1[CH:7]=[C:6]([CH:8]([CH3:10])[CH3:9])[CH:5]=[CH:4][C:3]=1[NH:11][C:12](=[O:14])[CH3:13].[OH2:15].CN(C)[CH:18]=[O:19]>C(N(CC)CC)C>[C:12]([NH:11][C:3]1[CH:4]=[CH:5][C:6]([CH:8]([CH3:10])[CH3:9])=[CH:7][C:2]=1[C:18]([OH:19])=[O:15])(=[O:14])[CH3:13]. Reported procedure: A mixture of Example 2A (3.33 g, 13.0 mmol), and [1,1′-bis(diphenylphosphino)ferrocene]dichloropalladium(II) dichloromethane complex (1.00 g, 1.2 mmol) in triethylamine (5.5 mL), dimethylformamide (25 mL), and water (5 mL) was shaken at 120° C. in a reactor pressurized with 850 psi of CO for 18 hours. The mixture was filtered, the filter cake was washed with ethyl acetate, and the combined filtrates were partitioned between diethyl ether and 1M NaOH. The aqueous phase was acidified with 12M HCl ... The reactants are CCO, COC(=O)C1(C(=O)C2CC2)CCCC1, [Li+], [OH-], O, O. The product is O=C(O)C1(C(=O)C2CC2)CCCC1. As a reaction SMILES: [CH3:18][CH2:19][OH:20].[CH3:1][O:2][C:3](=[O:4])[C:5]1([C:10](=[O:11])[CH:12]2[CH2:13][CH2:14]2)[CH2:6][CH2:7][CH2:8][CH2:9]1.[Li+:16].[OH-:15].[OH2:17].[OH2:21]>>[O:2]=[C:3]([OH:4])[C:5]1([C:10](=[O:11])[CH:12]2[CH2:13][CH2:14]2)[CH2:6][CH2:7][CH2:8][CH2:9]1. Reactants: C(=O)([O-])[O-].[Cs+].[Cs+] (Cs2CO3), FC1=CC(=C(C=C1)B(O)O)O ((4-fluoro-2-hydroxyphenyl)boronic acid), ClC1=NC=CC2=CC(=CC=C12)S(=O)(=O)N(C=1SC=CN1)CC1=CC=C(C=C1)OC (1-chloro-N-(4-methoxybenzyl)-N-(thiazol-2-yl)isoquinoline-6-sulfonamide). Reagents/catalysts: C=1C=CC(=CC1)[P](C=2C=CC=CC2)(C=3C=CC=CC3)[Pd]([P](C=4C=CC=CC4)(C=5C=CC=CC5)C=6C=CC=CC6)([P](C=7C=CC=CC7)(C=8C=CC=CC8)C=9C=CC=CC9)[P](C=1C=CC=CC1)(C=1C=CC=CC1)C=1C=CC=CC1 (tetrakis(triphenylphosphine)palladium). Run in COCCOC (DME), O (water). Conditions: temperature 125 celsius. Yields the product FC1=CC(=C(C=C1)C1=NC=CC2=CC(=CC=C12)S(=O)(=O)N(C=1SC=CN1)CC1=CC=C(C=C1)OC)O (1-(4-fluoro-2-hydroxyphenyl)-N-(4-methoxybenzyl)-N-(thiazol-2-yl)isoquinoline-6-sulfonamide). The yield is 92.4%. As a reaction SMILES: C([O-])([O-])=O.[Cs+].[Cs+].[F:7][C:8]1[CH:13]=[CH:12][C:11](B(O)O)=[C:10]([OH:17])[CH:9]=1.Cl[C:19]1[C:28]2[C:23](=[CH:24][C:25]([S:29]([N:32]([CH2:38][C:39]3[CH:44]=[CH:43][C:42]([O:45][CH3:46])=[CH:41][CH:40]=3)[C:33]3[S:34][CH:35]=[CH:36][N:37]=3)(=[O:31])=[O:30])=[CH:26][CH:27]=2)[CH:22]=[CH:21][N:20]=1>COCCOC.O.C1C=CC([P]([Pd]([P](C2C=CC=CC=2)(C2C=CC=CC=2)C2C=CC=CC=2)([P](C2C=CC=CC=2)(C2C=CC=CC=2)C2C=CC=CC=2)[P](C2C=CC=CC=2)(C2C=CC=CC=2)C2C=CC=CC=2)(C2C=CC=CC=2)C2C=CC=CC=2)=CC=1>[F:7][C:8]1[CH:13]=[CH:12][C:11]([C:19]2[C:28]3[C:23](=[CH:24][C:25]([S:29]([N:32]([CH2:38][C:39]4[CH:44]=[CH:43][C:42]([O:45][CH3:46])=[CH:41][CH:40]=4)[C:33]4[S:34][CH:35]=[CH:36][N:37]=4)(=[O:30])=[O:31])=[CH:26][CH:27]=3)[CH:22]=[CH:21][N:20]=2)=[C:10]([OH:17])[CH:9]=1 |f:0.1.2,^1:57,59,78,97|. Reported procedure: A vial containing a suspension of Cs2CO3 (0.292 g, 0.897 mmol), (4-fluoro-2-hydroxyphenyl)boronic acid (0.045 g, 0.292 mmol) and 1-chloro-N-(4-methoxybenzyl)-N-(thiazol-2-yl)isoquinoline-6-sulfonamide (Intermediate JJJ; 0.1 g, 0.224 mmol) in DME (2.5 ml) and water (0.375 ml) was degassed with nitrogen and tetrakis(triphenylphosphine)palladium (0.026 g, 0.022 mmol) was added. The vial was sealed and heated under microwave irradiation at 125° C. for 30 min. The aqueous layer was discarded using a ... The reactants are [H][H] (hydrogen), 95, C(C1=CC=CC=C1)(=O)N1C=CC(C=C1)C1=CNC2=CC(=CC=C12)F (1-benzoyl-4-(6-fluoro-1H-indol-3-yl)-1,4-dihydropyridine). The reagents and catalysts are [Pd] (palladium-on-charcoal). Run in CN(C(C)=O)C (N,N-dimethylacetamide). Conditions: temperature 80 celsius. Product: 25, C(C1=CC=CC=C1)(=O)N1CCC(CC1)C1=CNC2=CC(=CC=C12)F (1-benzoyl-4-(6-fluoro-1H-indol-3-yl)-piperidine). As a reaction SMILES: [C:1]([N:9]1[CH:14]=[CH:13][CH:12]([C:15]2[C:23]3[C:18](=[CH:19][C:20]([F:24])=[CH:21][CH:22]=3)[NH:17][CH:16]=2)[CH:11]=[CH:10]1)(=[O:8])[C:2]1[CH:7]=[CH:6][CH:5]=[CH:4][CH:3]=1.[H][H]>[Pd].CN(C)C(=O)C>[C:1]([N:9]1[CH2:14][CH2:13][CH:12]([C:15]2[C:23]3[C:18](=[CH:19][C:20]([F:24])=[CH:21][CH:22]=3)[NH:17][CH:16]=2)[CH2:11][CH2:10]1)(=[O:8])[C:2]1[CH:7]=[CH:6][CH:5]=[CH:4][CH:3]=1. Procedure details: A mixture of 95 parts of 1-benzoyl-4-(6-fluoro-1H-indol-3-yl)-1,4-dihydropyridine and 540 parts of N,N-dimethylacetamide is hydrogenated in the Parr-apparatus with 5 parts of palladium-on-charcoal catalyst 10%. After the calculated amount of hydrogen is taken up, the catalyst is filtered off over Hyflo and the filtrate is poured onto water while stirring: an oil is precipitated. The supernatant aqueous phase is decanted and the residual oil is washed with water. The oily product is extracted wit...